describe an organic reaction: reactants, conditions, products, and yield From a dataset of the Open Reaction Database (ORD), a public repository of structured organic reaction records. Starting materials: NC1=C2C(=NC(=C1C(=O)OCC)C)SC=C2C2=CC(=CC=C2)Br (ethyl 4-amino-3-(3-bromophenyl)-6-methylthieno[2,3-b]pyridine-5-carboxylate), CC(C)([O-])C.[Na+] (sodium tert-butoxide), ClC=1C=C(C=CC1)S(=O)(=O)Cl (3-chlorobenzenesulfonyl chloride). Run in C1CCOC1 (THF), CN(C)C=O (DMF). Run at time 30 minute. Product: BrC=1C=C(C=CC1)C1=CSC2=NC(=C(C(=C21)NS(=O)(=O)C2=CC(=CC=C2)Cl)C(=O)OCC)C (Ethyl 3-(3-bromophenyl)-4-{[(3-chlorophenyl)sulfonyl]amino}-6-methylthieno[2,3-b]pyridine-5-carboxylate). Yield: 35.7%. Reaction SMILES: [NH2:1][C:2]1[C:7]([C:8]([O:10][CH2:11][CH3:12])=[O:9])=[C:6]([CH3:13])[N:5]=[C:4]2[S:14][CH:15]=[C:16]([C:17]3[CH:22]=[CH:21][CH:20]=[C:19]([Br:23])[CH:18]=3)[C:3]=12.CC(C)([O-])C.[Na+].[Cl:30][C:31]1[CH:32]=[C:33]([S:37](Cl)(=[O:39])=[O:38])[CH:34]=[CH:35][CH:36]=1>C1COCC1.CN(C=O)C>[Br:23][C:19]1[CH:18]=[C:17]([C:16]2[C:3]3[C:4](=[N:5][C:6]([CH3:13])=[C:7]([C:8]([O:10][CH2:11][CH3:12])=[O:9])[C:2]=3[NH:1][S:37]([C:33]3[CH:34]=[CH:35][CH:36]=[C:31]([Cl:30])[CH:32]=3)(=[O:39])=[O:38])[S:14][CH:15]=2)[CH:22]=[CH:21][CH:20]=1 |f:1.2|. Reported procedure: To a stirred solution of ethyl 4-amino-3-(3-bromophenyl)-6-methylthieno[2,3-b]pyridine-5-carboxylate (Description 46) (2.87 g, 7.33 mmol) in THF (30 mL) and DMF (15 mL) was added sodium tert-butoxide (1.762 g, 18.34 mmol) and 3-chlorobenzenesulfonyl chloride (2.066 mL, 14.67 mmol). The reaction mixture was then stirred at RT under nitrogen for ca. 30 min and then quenched with saturated ammonium chloride solution (ca. 60 mL). The mixture was extracted with DCM (ca. 30 mL×5) and the combined orga... Starting materials: CC(CN1C(NC(C1)=O)C1=CC=CC=C1)C.OC(CC(=O)[O-])C (2-methylpropyl 2-phenyl-4-oxoimidazolidine β-hydroxybutanoate). The solvent is CS(=O)C (dimethyl sulfoxide), O (water). Yields the product C1C(CN(C1=O)CC(=O)N)O (Oxiracetam). As a reaction SMILES: CC(C)C[N:4]1[CH2:8][C:7](=[O:9])[NH:6]C1C1C=CC=CC=1.[OH:17][CH:18]([CH3:23])[CH2:19][C:20]([O-:22])=O>CS(C)=O.O>[CH2:19]1[C:20](=[O:22])[N:4]([CH2:8][C:7]([NH2:6])=[O:9])[CH2:23][CH:18]1[OH:17] |f:0.1|. Reported procedure: A solution of 0.65 g 2-methylpropyl 2-phenyl-4-oxoimidazolidine-β-hydroxybutanoate in 1.5 ml dimethyl sulfoxide and 0.5 ml water is heated at reflux for 16 h. After evaporating, the residue is chromatographed on silica, eluting with 7:3 ethyl acetate/methanol. Oxiracetam is obtained as a white powder, m.p. 167°-70° C. The reactants are [H-].[Na+] (sodium hydride), BrC=1C(=C(C=CC1)O)C (3-bromo-2-methylphenol), COCCl (methoxymethyl chloride). Run in CN(C=O)C (dimethylformamide). Conditions: temperature 0 celsius, time 1 hour. The product is BrC1=C(C(=CC=C1)OCOC)C (1-Bromo-3-methoxymethoxy-2-methylbenzene). Reaction SMILES: [Br:1][C:2]1[C:3]([CH3:9])=[C:4]([OH:8])[CH:5]=[CH:6][CH:7]=1.[H-].[Na+].[CH3:12][O:13][CH2:14]Cl>CN(C)C=O>[Br:1][C:2]1[CH:7]=[CH:6][CH:5]=[C:4]([O:8][CH2:12][O:13][CH3:14])[C:3]=1[CH3:9] |f:1.2|. Procedure: 13.9 g (74 mmol) of 3-bromo-2-methylphenol are dissolved in 120 mL of dimethylformamide and the mixture is cooled to 0° C. 3.6 g (90 mmol) of 60% sodium hydride are then added portionwise and the medium is stirred for 1 hour. 6.8 mL (90 mmol) of methoxymethyl chloride are then added slowly and the medium is warmed to room temperature and then stirred for 1 hour. After the usual treatment, the residue is purified by chromatography on silica gel (eluent: 80 heptane/20 ethyl acetate). The desired p... Starting materials: CO, COc1ccc(Cc2c(C)nc(Cl)c3ccccc23)cn1, Cc1nc(Cl)c2ccccc2c1Cc1ccc(Cl)nc1, Cl, Nc1cccc(C(F)(F)F)c1, C1COCCO1. Product: Cc1nc(Nc2cccc(C(F)(F)F)c2)c2ccccc2c1Cc1ccc(Cl)nc1. RXN SMILES: [CH3:60][OH:61].[Cl:1][c:2]1[c:3]2[c:4]([cH:5][cH:6][cH:7][cH:8]2)[c:9]([CH2:10][c:11]2[cH:12][n:13][c:14]([O:15][CH3:16])[cH:17][cH:18]2)[c:19]([CH3:20])[n:21]1.[Cl:22][c:23]1[n:24][c:25]([CH3:41])[c:26]([CH2:33][c:34]2[cH:35][n:36][c:37]([Cl:40])[cH:38][cH:39]2)[c:27]2[cH:28][cH:29][cH:30][cH:31][c:32]12.[ClH:53].[F:42][C:43]([c:44]1[cH:45][c:46]([NH2:47])[cH:48][cH:49][cH:50]1)([F:51])[F:52].[O:54]1[CH2:55][CH2:56][O:57][CH2:58][CH2:59]1>>[c:23]1([NH:47][c:46]2[cH:45][c:44]([C:43]([F:42])([F:51])[F:52])[cH:50][cH:49][cH:48]2)[n:24][c:25]([CH3:41])[c:26]([CH2:33][c:34]2[cH:35][n:36][c:37]([Cl:40])[cH:38][cH:39]2)[c:27]2[cH:28][cH:29][cH:30][cH:31][c:32]12. Starting materials: C(C)(C)(C)OC(=O)N1CC2=C(C=CC(=C2CC1)F)Br (8-bromo-5-fluoro-3,4-dihydro-1H-isoquinoline-2-carboxylic acid tert-butyl ester), C(C)OC(CC1=CC(=C(C=C1)OC)B1OC(C(O1)(C)C)(C)C)=O ([4-methoxy-3-(4,4,5,5-tetramethyl-[1,3,2]dioxaborolan-2-yl)-phenyl]-acetic acid ethyl ester), C([O-])([O-])=O.[Na+].[Na+] (sodium carbonate). The reagents and catalysts are [Pd].C1(=CC=CC=C1)P(C1=CC=CC=C1)C1=CC=CC=C1.C1(=CC=CC=C1)P(C1=CC=CC=C1)C1=CC=CC=C1.C1(=CC=CC=C1)P(C1=CC=CC=C1)C1=CC=CC=C1.C1(=CC=CC=C1)P(C1=CC=CC=C1)C1=CC=CC=C1 (tetrakis(triphenylphosphine) palladium (0)). The solvent is C1(=CC=CC=C1)C.CO.O (toluene MeOH water). Conditions: temperature 100 celsius. The product is C(C)(C)(C)OC(=O)N1CC2=C(C=CC(=C2CC1)F)C1=C(C=CC(=C1)CC(=O)OCC)OC (8-(5-Ethoxycarbonylmethyl-2-methoxy-phenyl)-5-fluoro-3,4-dihydro-1H-isoquinoline-2-carboxylic acid tert-butyl ester). RXN SMILES: [C:1]([O:5][C:6]([N:8]1[CH2:17][CH2:16][C:15]2[C:10](=[C:11](Br)[CH:12]=[CH:13][C:14]=2[F:18])[CH2:9]1)=[O:7])([CH3:4])([CH3:3])[CH3:2].[CH2:20]([O:22][C:23](=[O:42])[CH2:24][C:25]1[CH:30]=[CH:29][C:28]([O:31][CH3:32])=[C:27](B2OC(C)(C)C(C)(C)O2)[CH:26]=1)[CH3:21].C(=O)([O-])[O-].[Na+].[Na+]>C1(C)C=CC=CC=1.CO.O.[Pd].C1(P(C2C=CC=CC=2)C2C=CC=CC=2)C=CC=CC=1.C1(P(C2C=CC=CC=2)C2C=CC=CC=2)C=CC=CC=1.C1(P(C2C=CC=CC=2)C2C=CC=CC=2)C=CC=CC=1.C1(P(C2C=CC=CC=2)C2C=CC=CC=2)C=CC=CC=1>[C:1]([O:5][C:6]([N:8]1[CH2:17][CH2:16][C:15]2[C:10](=[C:11]([C:27]3[CH:26]=[C:25]([CH2:24][C:23]([O:22][CH2:20][CH3:21])=[O:42])[CH:30]=[CH:29][C:28]=3[O:31][CH3:32])[CH:12]=[CH:13][C:14]=2[F:18])[CH2:9]1)=[O:7])([CH3:4])([CH3:3])[CH3:2] |f:2.3.4,5.6.7,8.9.10.11.12|. Reported procedure: To a mixture under N2 of 8-bromo-5-fluoro-3,4-dihydro-1H-isoquinoline-2-carboxylic acid tert-butyl ester (1.24 g, 3.75 mmol, 1.00 eq.), [4-methoxy-3-(4,4,5,5-tetramethyl-[1,3,2]dioxaborolan-2-yl)-phenyl]-acetic acid ethyl ester (1.69 g, 3.75 mmol, 1.00 eq.) and sodium carbonate (1.59 g, 15.00 mmol, 4.00 eq.) in toluene/MeOH/water 20:4:1 (75 mL), tetrakis(triphenylphosphine) palladium (0) (217 mg, 0.19 mmol, 0.05 eq.) was added and the mixture was stirred under reflux at 100° C. for 70 hours. The... Starting materials: N,N-dicyclohexylcarbodiimide, N1([C@H](C(=O)O)C[C@@H](OC(C)(C)C)C1)C(=O)OCC1C2=CC=CC=C2C2=CC=CC=C12 (Fmoc-Hyp(tBu)-OH), C(C1=CC=CC=C1)O (benzyl alcohol). The reagents and catalysts are CN(C1=CC=NC=C1)C (4-dimethylaminopyridine). The solvent is ClCCl (dichloromethane). Conditions: time 1 hour. The product is N1([C@H](C(=O)OCC2=CC=CC=C2)C[C@@H](OC(C)(C)C)C1)C(=O)OCC1C2=CC=CC=C2C2=CC=CC=C12 (Fmoc-Hyp(tBu)-OBzl). As a reaction SMILES: [N:1]1([C:14]([O:16][CH2:17][CH:18]2[C:30]3[C:25](=[CH:26][CH:27]=[CH:28][CH:29]=3)[C:24]3[C:19]2=[CH:20][CH:21]=[CH:22][CH:23]=3)=[O:15])[CH2:13][C@H:7]([O:8][C:9]([CH3:12])([CH3:11])[CH3:10])[CH2:6][C@H:2]1[C:3]([OH:5])=[O:4].[CH2:31](O)[C:32]1[CH:37]=[CH:36][CH:35]=[CH:34][CH:33]=1>CN(C)C1C=CN=CC=1.ClCCl>[N:1]1([C:14]([O:16][CH2:17][CH:18]2[C:30]3[C:25](=[CH:26][CH:27]=[CH:28][CH:29]=3)[C:24]3[C:19]2=[CH:20][CH:21]=[CH:22][CH:23]=3)=[O:15])[CH2:13][C@H:7]([O:8][C:9]([CH3:11])([CH3:12])[CH3:10])[CH2:6][C@H:2]1[C:3]([O:5][CH2:31][C:32]1[CH:37]=[CH:36][CH:35]=[CH:34][CH:33]=1)=[O:4]. Reported procedure: 65 mmol of N,N-dicyclohexylcarbodiimide are added to a mixture containing 61 mmol of Fmoc-Hyp(tBu)-OH, 65 mmol of benzyl alcohol and 27 mmol of 4-dimethylaminopyridine in 150 ml of dichloromethane cooled on an ice bath. After one hour at 0° C., the mixture is adjusted to room temperature and left stirring for 18 hours. The dicyclohexylurea precipitate is filtered and the filtrate is evaporated. The residual oil is taken up in ethyl acetate. The solution is washed with 5% sodium bicarbonate, with... As a reaction SMILES: [C:26]([O:27][BH-:28]([O:29][C:30](=[O:31])[CH3:32])[O:33][C:34](=[O:35])[CH3:36])(=[O:37])[CH3:38].[CH3:12][CH:13]1[N:14]([C:19](=[O:20])[O:21][C:22]([CH3:23])([CH3:24])[CH3:25])[CH2:15][CH2:16][NH:17][CH2:18]1.[CH3:1][c:2]1[c:3]([CH:4]=[O:5])[cH:6][cH:7][c:8]([NH:10][CH3:11])[cH:9]1.[Na+:39].[Na+:44].[O-:40][C:41]([OH:42])=[O:43]>>[CH3:1][c:2]1[c:3]([CH2:4][N:17]2[CH2:16][CH2:15][N:14]([C:19](=[O:20])[O:21][C:22]([CH3:23])([CH3:24])[CH3:25])[CH:13]([CH3:12])[CH2:18]2)[cH:6][cH:7][c:8]([NH:10][CH3:11])[cH:9]1. The reactants are CC(=O)O[BH-](OC(C)=O)OC(C)=O, CC1CNCCN1C(=O)OC(C)(C)C, CNc1ccc(C=O)c(C)c1, [Na+], [Na+], O=C([O-])O. Product: CNc1ccc(CN2CCN(C(=O)OC(C)(C)C)C(C)C2)c(C)c1. Reactants: C1CCOC1, CON(C)C(=O)C1CCCN(C(=O)OC(C)(C)C)C1, [Li]c1ccccc1Oc1cccc(F)c1. Yields the product CC(C)(C)OC(=O)N1CCCC(C(=O)c2ccccc2Oc2cccc(F)c2)C1. As a reaction SMILES: [CH2:35]1[O:36][CH2:37][CH2:38][CH2:39]1.[CH3:1][O:2][N:3]([C:4](=[O:5])[CH:6]1[CH2:7][N:8]([C:12](=[O:13])[O:14][C:15]([CH3:16])([CH3:17])[CH3:18])[CH2:9][CH2:10][CH2:11]1)[CH3:19].[F:20][c:21]1[cH:22][c:23]([O:24][c:25]2[c:26]([Li:31])[cH:27][cH:28][cH:29][cH:30]2)[cH:32][cH:33][cH:34]1>>[C:4](=[O:5])([CH:6]1[CH2:7][N:8]([C:12](=[O:13])[O:14][C:15]([CH3:16])([CH3:17])[CH3:18])[CH2:9][CH2:10][CH2:11]1)[c:26]1[c:25]([O:24][c:23]2[cH:22][c:21]([F:20])[cH:34][cH:33][cH:32]2)[cH:30][cH:29][cH:28][cH:27]1.